describe an organic reaction: reactants, conditions, products, and yield From a dataset of the Open Reaction Database (ORD), a public repository of structured organic reaction records. Reactants: FC1=C(C(=CC=C1N)F)NC1=NC=CC=C1C1=C2N=CN(C2=NC=N1)C1OCCCC1 (2,6-difluoro-N1-(3-(9-(tetrahydro-2H-pyran-2-yl)-9H-purin-6-yl)pyridin-2-yl)benzene-1,3-diamine), target compound, ClC=1C(=C(C=CC1)S(=O)(=O)Cl)C (3-chloro-2-methyl benzene-1-sulfonyl chloride), N1=CC=CC=C1 (pyridine). The solvent is ClCCl (dichloromethane). Run at temperature 50 celsius, time 2 hour. The product is ClC=1C(=C(C=CC1)S(=O)(=O)NC1=C(C(=C(C=C1)F)NC1=NC=CC=C1C1=C2N=CN(C2=NC=N1)C1OCCCC1)F)C (3-chloro-N-(2,4-difluoro-3-(3-(9-(tetrahydro-2H-pyran-2-yl)-9H-purin-6-yl)pyridin-2-ylamino)phenyl)-2-methylbenzenesulfonamide). The yield is 90.0%. As a reaction SMILES: [F:1][C:2]1[C:7]([NH2:8])=[CH:6][CH:5]=[C:4]([F:9])[C:3]=1[NH:10][C:11]1[C:16]([C:17]2[N:25]=[CH:24][N:23]=[C:22]3[C:18]=2[N:19]=[CH:20][N:21]3[CH:26]2[CH2:31][CH2:30][CH2:29][CH2:28][O:27]2)=[CH:15][CH:14]=[CH:13][N:12]=1.[Cl:32][C:33]1[C:34]([CH3:43])=[C:35]([S:39](Cl)(=[O:41])=[O:40])[CH:36]=[CH:37][CH:38]=1.N1C=CC=CC=1>ClCCl>[Cl:32][C:33]1[C:34]([CH3:43])=[C:35]([S:39]([NH:8][C:7]2[CH:6]=[CH:5][C:4]([F:9])=[C:3]([NH:10][C:11]3[C:16]([C:17]4[N:25]=[CH:24][N:23]=[C:22]5[C:18]=4[N:19]=[CH:20][N:21]5[CH:26]4[CH2:31][CH2:30][CH2:29][CH2:28][O:27]4)=[CH:15][CH:14]=[CH:13][N:12]=3)[C:2]=2[F:1])(=[O:41])=[O:40])[CH:36]=[CH:37][CH:38]=1. Procedure: The 2,6-difluoro-N1-(3-(9-(tetrahydro-2H-pyran-2-yl)-9H-purin-6-yl)pyridin-2-yl)benzene-1,3-diamine (20 mg, 0.047 mmol) prepared at Step 9 was added and dissolved into dichloromethane solvent. 3-chloro-2-methyl benzene-1-sulfonyl chloride (16 mg, 0.07 mmol) and pyridine (8 uL, 0.094 mmol) were added into the reaction solution and stirred at 50° C. for 2 hours. After the reaction, the reactant was washed with 1N aqueous hydrochloric acid solution and salt water. After extraction with dichlorometh... Starting materials: CC(C)(C)N1CC(C(=O)O)C(c2ccc(Cl)cc2)C1, CC(=O)C(C)(C)C(=O)N(C1CCC(C)(C)CC1)C1CCNC1. Product: CC(=O)C(C)(C)C(=O)N(C1CCC(C)(C)CC1)C1CCN(C(=O)C2CN(C(C)(C)C)CC2c2ccc(Cl)cc2)C1. RXN SMILES: [C:23]([CH3:24])([CH3:25])([CH3:26])[N:27]1[CH2:28][CH:29]([C:39](=[O:40])[OH:41])[CH:30]([c:32]2[cH:33][cH:34][c:35]([Cl:38])[cH:36][cH:37]2)[CH2:31]1.[CH3:1][C:2]1([CH3:22])[CH2:3][CH2:4][CH:5]([N:8]([C:9]([C:10]([C:11]([CH3:12])=[O:13])([CH3:14])[CH3:15])=[O:16])[CH:17]2[CH2:18][NH:19][CH2:20][CH2:21]2)[CH2:6][CH2:7]1>>[CH3:1][C:2]1([CH3:22])[CH2:3][CH2:4][CH:5]([N:8]([C:9]([C:10]([C:11]([CH3:12])=[O:13])([CH3:14])[CH3:15])=[O:16])[CH:17]2[CH2:18][N:19]([C:39]([CH:29]3[CH2:28][N:27]([C:23]([CH3:24])([CH3:25])[CH3:26])[CH2:31][CH:30]3[c:32]3[cH:33][cH:34][c:35]([Cl:38])[cH:36][cH:37]3)=[O:40])[CH2:20][CH2:21]2)[CH2:6][CH2:7]1. Starting materials: C([O-])([O-])=O.[Na+].[Na+] (sodium carbonate), ClC1=NC2=CC(=C(C=C2C=C1C(=O)OCC)F)F (2-chloro-3-ethoxycarbonyl-6,7-difluoroquinoline), C(C)NCCC(=O)OCC (N-ethyl-N-(β-ethoxycarbonylethyl)amine). The solvent is C1(=CC=CC=C1)C (toluene). Conditions: temperature 90 celsius, time 4 hour. Product: C(C)OC(=O)C=1C(=NC2=CC(=C(C=C2C1)F)F)N(CCC(=O)OCC)CC (3-ethoxycarbonyl-6,7-difluoro-2-[N-ethyl-N-(β-ethoxycarbonylethyl)amino]quinoline). Isolated yield 92.8%. As a reaction SMILES: C(=O)([O-])[O-].[Na+].[Na+].Cl[C:8]1[C:17]([C:18]([O:20][CH2:21][CH3:22])=[O:19])=[CH:16][C:15]2[C:10](=[CH:11][C:12]([F:24])=[C:13]([F:23])[CH:14]=2)[N:9]=1.[CH2:25]([NH:27][CH2:28][CH2:29][C:30]([O:32][CH2:33][CH3:34])=[O:31])[CH3:26]>C1(C)C=CC=CC=1>[CH2:21]([O:20][C:18]([C:17]1[C:8]([N:27]([CH2:25][CH3:26])[CH2:28][CH2:29][C:30]([O:32][CH2:33][CH3:34])=[O:31])=[N:9][C:10]2[C:15]([CH:16]=1)=[CH:14][C:13]([F:23])=[C:12]([F:24])[CH:11]=2)=[O:19])[CH3:22] |f:0.1.2|. Procedure details: 7.8 g of sodium carbonate are added to a solution of 10 g of 2-chloro-3-ethoxycarbonyl-6,7-difluoroquinoline and 9.7 g of N-ethyl-N-(β-ethoxycarbonylethyl)amine in 120 cm3 of toluene. The suspension obtained is heated to approximately 90° C. and then stirred for 4 hours at this temperature. The reaction mixture is then cooled to approximately 20° C. and thereafter washed with 3 times 100 cm3 of water. The organic phase is concentrated to dryness under reduced pressure (20 kPa) at approximately 5... The reactants are OCCC=1C=C(C2=CC=CC=C2C1)C(=O)OC (Methyl 3-(2-hydroxyethyl)-1-naphthalenecarboxylate), IC (iodomethane), [H-].[Na+] (sodium hydride). The solvent is C1CCOC1 (THF). The product is COCCC=1C=C(C2=CC=CC=C2C1)C(=O)OC (Methyl 3-[2-(methyloxy)ethyl]-1-naphthalenecarboxylate). RXN SMILES: [OH:1][CH2:2][CH2:3][C:4]1[CH:5]=[C:6]([C:14]([O:16][CH3:17])=[O:15])[C:7]2[C:12]([CH:13]=1)=[CH:11][CH:10]=[CH:9][CH:8]=2.I[CH3:19].[H-].[Na+]>C1COCC1>[CH3:19][O:1][CH2:2][CH2:3][C:4]1[CH:5]=[C:6]([C:14]([O:16][CH3:17])=[O:15])[C:7]2[C:12]([CH:13]=1)=[CH:11][CH:10]=[CH:9][CH:8]=2 |f:2.3|. Reported procedure: Methyl 3-(2-hydroxyethyl)-1-naphthalenecarboxylate (1 eq.) from the previous step and iodomethane (19 eq.) were taken up in THF (0.3 M). To this solution was then added sodium hydride (60% w/w dispersion in oil, 1 eq.) and the resulting suspension was stirred at RT in darkness for 18 h. The volatiles were then removed in vacuo and the resulting residue partitioned between ether and 1 N aq. HCl. The aqueous layer was separated and back-extracted with ether. The combined organic extracts were then... Reactants: FC1=CC(=C(C=C1)[N+](=O)[O-])OC (4-fluoro-2-methoxy-1-nitrobenzene), N1CCOCC1 (morpholine), O (H2O), C(=O)([O-])[O-].[K+].[K+] (K2CO3). Solvent: CN(C)C=O (DMF). Run at time 48 hour. Product: COC=1C=C(C=CC1[N+](=O)[O-])N1CCOCC1 (4-(3-methoxy-4-nitrophenyl)morpholine). Yield: 85.7%. Reaction SMILES: F[C:2]1[CH:7]=[CH:6][C:5]([N+:8]([O-:10])=[O:9])=[C:4]([O:11][CH3:12])[CH:3]=1.[NH:13]1[CH2:18][CH2:17][O:16][CH2:15][CH2:14]1.C([O-])([O-])=O.[K+].[K+].O>CN(C=O)C>[CH3:12][O:11][C:4]1[CH:3]=[C:2]([N:13]2[CH2:18][CH2:17][O:16][CH2:15][CH2:14]2)[CH:7]=[CH:6][C:5]=1[N+:8]([O-:10])=[O:9] |f:2.3.4|. Procedure: To a solution of 4-fluoro-2-methoxy-1-nitrobenzene (24.4 g, 0.14 mol) in 200 mL DMF was added morpholine (25.7 mL, 0.28 mol), followed by the addition of K2CO3 (23.6 g, 0.17 mol). The mixture was stirred at room temperature for 48 h. The mixture was poured into 0.7 L H2O and the precipitate was collected by filtration. The precipitate was further rinsed with 0.5 L H2O. The resulting solid was air dried by purging with a flow of air for 24 h, thus affording 29.3 g of 4-(3-methoxy-4-nitrophenyl)mo...